This data is from the Open Reaction Database (ORD), a public repository of structured organic reaction records. The task is: describe an organic reaction: reactants, conditions, products, and yield Starting materials: C(CCC)[Li] (n-butyl lithium), CCOCC (ether), C1(=CC=CC=C1)C#CC (1-phenyl-1-propyne). Solvent: O (water). Run at temperature 5 celsius, time 18 hour. Yields the product C(C1=CC=CC=C1)C#C (benzyl acetylene). Reaction SMILES: C([Li])CCC.CCOCC.[C:11]1([C:17]#[C:18][CH3:19])[CH:16]=[CH:15][CH:14]=[CH:13][CH:12]=1>O>[CH2:17]([C:18]#[CH:19])[C:11]1[CH:16]=[CH:15][CH:14]=[CH:13][CH:12]=1. Procedure: A solution of n-butyl lithium (2.5 M in hexane; 35 ml, 43.1 mmol) was added to dry ether (100 ml) under argon. The stirred solution was cooled to 5° C. and 1-phenyl-1-propyne (5.0 g, 43.1 mmol) was slowly added. On warming to room temperature the mixture turned bright red. After 18 hours, the mixture was cooled to 0° C., water was added, and the ether layer was separated. Concentration under reduced pressure gave an oil which was distilled to give benzyl acetylene as an oil. Starting materials: [H][H] (hydrogen), C(#N)C=1C=C(C=CC1)C1=C(C(=NC(=C1)C)C)C(=O)OCC1=CC=CC=C1 (benzyl 4-(3-cyanophenyl)-2,6-dimethyl-3-pyridinecarboxylate). The reagents and catalysts are [Pd] (palladium charcoal). Run in C(C)O (ethanol), O1CCCC1 (tetrahydrofuran). Yields the product C(#N)C=1C=C(C=CC1)C1=C(C(=NC(=C1)C)C)C(=O)O (4-(3-cyanophenyl)-2,6-dimethyl-3-pyridinecarboxylic acid). The yield is 75.4%. Reaction SMILES: [C:1]([C:3]1[CH:4]=[C:5]([C:9]2[CH:14]=[C:13]([CH3:15])[N:12]=[C:11]([CH3:16])[C:10]=2[C:17]([O:19]CC2C=CC=CC=2)=[O:18])[CH:6]=[CH:7][CH:8]=1)#[N:2].[H][H]>C(O)C.O1CCCC1.[Pd]>[C:1]([C:3]1[CH:4]=[C:5]([C:9]2[CH:14]=[C:13]([CH3:15])[N:12]=[C:11]([CH3:16])[C:10]=2[C:17]([OH:19])=[O:18])[CH:6]=[CH:7][CH:8]=1)#[N:2]. Procedure: A solution of benzyl 4-(3-cyanophenyl)-2,6-dimethyl-3-pyridinecarboxylate (0.45 g) in a mixture of ethanol (9 ml) and tetrahydrofuran (9 ml) was hydrogenated under an atmospheric pressure of hydrogen over 10% palladium charcoal (90 mg) at 60° C. for 1.5 hours. After removal of the catalyst, the solvent was evaporated in vacuo. The residue was triturated with diethyl ether and dried to give 4-(3-cyanophenyl)-2,6-dimethyl-3-pyridinecarboxylic acid (0.25 g). The reactants are COC(=O)C1=NN(C2=CC=CC=C12)C=1SC=C(N1)C1=CC=C(C=C1)C(C)C (1-[4-(4-isopropyl-phenyl)-thiazol-2-yl]-1H-indazole-3-carboxylic acid methyl ester), [Li+].[OH-] (LiOH), Cl (HCl). Solvent: [Cl-].[Na+].O (Brine). Conditions: time 4 hour. The product is Cl.C(C)(C)C1=CC=C(C=C1)C=1N=C(SC1)N1N=C(C2=CC=CC=C12)C(=O)O (1-[4-(4-Isopropyl-phenyl)-thiazol-2-yl]-1H-indazole-3-carboxylic acid hydrochloride salt). As a reaction SMILES: C[O:2][C:3]([C:5]1[C:13]2[C:8](=[CH:9][CH:10]=[CH:11][CH:12]=2)[N:7]([C:14]2[S:15][CH:16]=[C:17]([C:19]3[CH:24]=[CH:23][C:22]([CH:25]([CH3:27])[CH3:26])=[CH:21][CH:20]=3)[N:18]=2)[N:6]=1)=[O:4].[Li+].[OH-].[ClH:30]>[Cl-].[Na+].O>[ClH:30].[CH:25]([C:22]1[CH:23]=[CH:24][C:19]([C:17]2[N:18]=[C:14]([N:7]3[C:8]4[C:13](=[CH:12][CH:11]=[CH:10][CH:9]=4)[C:5]([C:3]([OH:4])=[O:2])=[N:6]3)[S:15][CH:16]=2)=[CH:20][CH:21]=1)([CH3:27])[CH3:26] |f:1.2,4.5.6,7.8|. Procedure details: To the 1-[4-(4-isopropyl-phenyl)-thiazol-2-yl]-1H-indazole-3-carboxylic acid methyl ester (150 mg, 0.22 mmol) was added LiOH (5 mL; 2N LiOH-MeOH-THF=1:1:4) and stirred at room temperature for 4 h before acidifying with 1N HCl. Brine was added and the aqueous was extracted with DCM (3×15 ml). Combined extracts were dried over Na2SO4, concentrated and purified on silica gel column to provide 1-[4-(4-Isopropyl-phenyl)-thiazol-2-yl]-1H-indazole-3-carboxylic acid hydrochloride salt (48 mg). LCMS m/z:... The reactants are S(=O)(=O)([O-])[O-].[Na+].[Na+] (sodium sulfate), O (Water), C(C1=CC=CC=C1)OC1=C(C(=NC2=C(C=CC=C12)OC)C(=O)OCC)C (ethyl 4-(benzyloxy)-8-methoxy-3-methylquinoline-2-carboxylate), [H-].C(C(C)C)[Al+]CC(C)C (diisobutylaluminum hydride), [H-].C(C(C)C)[Al+]CC(C)C (diisobutylaluminum hydride). Solvent: C1(=CC=CC=C1)C (toluene), C1(=CC=CC=C1)C (toluene), C1(=CC=CC=C1)C (toluene). Run at time 1 hour. Product: chloroform˜chloroform methanol, C(C1=CC=CC=C1)OC1=C(C(=NC2=C(C=CC=C12)OC)CO)C ([4-(benzyloxy)-8-methoxy-3-methylquinolin-2-yl]methanol). Isolated yield 32.1%. Reaction SMILES: [CH2:1]([O:8][C:9]1[C:18]2[C:13](=[C:14]([O:19][CH3:20])[CH:15]=[CH:16][CH:17]=2)[N:12]=[C:11]([C:21](OCC)=[O:22])[C:10]=1[CH3:26])[C:2]1[CH:7]=[CH:6][CH:5]=[CH:4][CH:3]=1.[H-].C([Al+]CC(C)C)C(C)C.O.S([O-])([O-])(=O)=O.[Na+].[Na+]>C1(C)C=CC=CC=1>[CH2:1]([O:8][C:9]1[C:18]2[C:13](=[C:14]([O:19][CH3:20])[CH:15]=[CH:16][CH:17]=2)[N:12]=[C:11]([CH2:21][OH:22])[C:10]=1[CH3:26])[C:2]1[CH:3]=[CH:4][CH:5]=[CH:6][CH:7]=1 |f:1.2,4.5.6|. Procedure: To a solution of ethyl 4-(benzyloxy)-8-methoxy-3-methylquinoline-2-carboxylate (1.95 g) in toluene (30 mL) was added dropwise a solution of diisobutylaluminum hydride in toluene (0.99M, 6.1 mL) at room temperature under nitrogen flow, followed by stirring. After 1 hour and 2 hours, a solution of diisobutylaluminum hydride in toluene (0.99M, each 6.1 mL) was added thereto, followed by stirring for 3 hours. Water was added to the reaction mixture to stop the reaction, and then anhydrous sodium sul... Starting materials: CO, O=Cc1ccc(C(=O)O)cc1, O=S(=O)(O)O. Product: COC(=O)c1ccc(C=O)cc1. RXN SMILES: [CH3:17][OH:18].[CH:1](=[O:2])[c:3]1[cH:4][cH:5][c:6]([C:7](=[O:8])[OH:9])[cH:10][cH:11]1.[S:12](=[O:13])(=[O:14])([OH:15])[OH:16]>>[CH:1](=[O:2])[c:3]1[cH:4][cH:5][c:6]([C:7](=[O:8])[O:9][CH3:17])[cH:10][cH:11]1. The reactants are O=C([O-])C(O)C(O)C(=O)[O-], C=CCOc1cc(CC(=O)OC)c(CC)c(OCC=C)c1, CC(C)C[Al+]CC(C)C, Cc1ccccc1, ClCCl, [H-], [K+], [Na+]. Yields the product C=CCOc1cc(CCO)c(CC)c(OCC=C)c1. Reaction SMILES: [C:39]([CH:40]([CH:41]([C:42]([O-:43])=[O:44])[OH:45])[OH:46])([O-:47])=[O:48].[CH2:1]([CH:2]=[CH2:3])[O:4][c:5]1[c:6]([CH2:20][CH3:21])[c:7]([CH2:15][C:16](=[O:17])[O:18][CH3:19])[cH:8][c:9]([O:11][CH2:12][CH:13]=[CH2:14])[cH:10]1.[CH2:23]([Al+:24][CH2:25][CH:26]([CH3:27])[CH3:28])[CH:29]([CH3:30])[CH3:31].[CH3:32][c:33]1[cH:34][cH:35][cH:36][cH:37][cH:38]1.[Cl:51][CH2:52][Cl:53].[H-:22].[K+:50].[Na+:49]>>[CH2:1]([CH:2]=[CH2:3])[O:4][c:5]1[c:6]([CH2:20][CH3:21])[c:7]([CH2:15][CH2:16][OH:17])[cH:8][c:9]([O:11][CH2:12][CH:13]=[CH2:14])[cH:10]1. Starting materials: BrC1=CC=C(C=C1)C(=O)N1CCN(CC1)C1=NC=C(C=C1C)C ((4-bromophenyl)[4-(3,5-dimethylpyridin-2-yl)piperazin-1-yl]methanone), C(C)C1C(N(C(N1)=O)C)=O (5-ethyl-3-methylimidazolidine-2,4-dione). Yields the product CC=1C(=NC=C(C1)C)N1CCN(CC1)C(=O)C1=CC=C(C=C1)N1C(N(C(C1CC)=O)C)=O (1-{4-[4-(3,5-dimethylpyridin-2-yl)piperazine-1-carbonyl]phenyl}-5-ethyl-3-methylimidazolidine-2,4-dione). Yield: 64.7%. Reaction SMILES: Br[C:2]1[CH:7]=[CH:6][C:5]([C:8]([N:10]2[CH2:15][CH2:14][N:13]([C:16]3[C:21]([CH3:22])=[CH:20][C:19]([CH3:23])=[CH:18][N:17]=3)[CH2:12][CH2:11]2)=[O:9])=[CH:4][CH:3]=1.[CH2:24]([CH:26]1[NH:30][C:29](=[O:31])[N:28]([CH3:32])[C:27]1=[O:33])[CH3:25]>>[CH3:22][C:21]1[C:16]([N:13]2[CH2:14][CH2:15][N:10]([C:8]([C:5]3[CH:6]=[CH:7][C:2]([N:30]4[CH:26]([CH2:24][CH3:25])[C:27](=[O:33])[N:28]([CH3:32])[C:29]4=[O:31])=[CH:3][CH:4]=3)=[O:9])[CH2:11][CH2:12]2)=[N:17][CH:18]=[C:19]([CH3:23])[CH:20]=1. Procedure details: Using (4-bromophenyl)[4-(3,5-dimethylpyridin-2-yl)piperazin-1-yl]methanone (150 mg) described in Preparation Example 165 and 5-ethyl-3-methylimidazolidine-2,4-dione (63 mg) described in Preparation Example 215 and by the reaction and treatment in the same manner as in Example 536, the title compound (113 mg) was obtained. Starting materials: C(#N)C=1C(NC(=C2CC(CCC12)C1=CC=NC=C1)C)=O (4-Cyano-2,3,5,6,7,8-hexahydro-1-methyl-3-oxo-7-(4-pyridyl)isoquinoline), ice water. Solvent: S(O)(O)(=O)=O (sulfuric acid). Yields the product CC=1NC(C=C2CCC(CC12)C1=CC=NC=C1)=O (2,3,5,6,7,8-hexahydro-1-methyl-3-oxo-7-(4-pyridyl)isoquinoline). Isolated yield 83.9%. Reaction SMILES: C([C:3]1[C:4](=[O:20])[NH:5][C:6]([CH3:19])=[C:7]2[C:12]=1[CH2:11][CH2:10][CH:9]([C:13]1[CH:18]=[CH:17][N:16]=[CH:15][CH:14]=1)[CH2:8]2)#N>S(=O)(=O)(O)O>[CH3:19][C:6]1[NH:5][C:4](=[O:20])[CH:3]=[C:12]2[C:7]=1[CH2:8][CH:9]([C:13]1[CH:18]=[CH:17][N:16]=[CH:15][CH:14]=1)[CH2:10][CH2:11]2. Procedure: 4-Cyano-2,3,5,6,7,8-hexahydro-1-methyl-3-oxo-7-(4-pyridyl)isoquinoline (0.5 g) was dissolved in 85% sulfuric acid, and the solution was heated under reflux at 180°-200° C. for 5 hours. After cooling the reaction mixture was poured into ice water. Deposited crystals were filtered out and then purified to obtain 0.38 g of 2,3,5,6,7,8-hexahydro-1-methyl-3-oxo-7-(4-pyridyl)isoquinoline.